This data is from the Open Reaction Database (ORD), a public repository of structured organic reaction records. The task is: describe an organic reaction: reactants, conditions, products, and yield Product: COc1cc(Br)cc2c1CN(C(c1ccccc1)(c1ccccc1)c1ccccc1)C2. Starting materials: COc1cc(Br)cc(CBr)c1CBr, O=C([O-])[O-], NC(c1ccccc1)(c1ccccc1)c1ccccc1, [K+], [K+], CN(C)C=O, O. As a reaction SMILES: [Br:1][c:2]1[cH:3][c:4]([O:12][CH3:13])[c:5]([CH2:10][Br:9])[c:6]([CH2:8][Br:11])[cH:7]1.[C:14](=[O:15])([O-:16])[O-:17].[C:20]([c:21]1[cH:22][cH:23][cH:24][cH:25][cH:26]1)([c:27]1[cH:28][cH:29][cH:30][cH:31][cH:32]1)([c:33]1[cH:34][cH:35][cH:36][cH:37][cH:38]1)[NH2:39].[K+:18].[K+:19].[O:41]=[CH:42][N:43]([CH3:44])[CH3:45].[OH2:40]>>[Br:1][c:2]1[cH:3][c:4]([O:12][CH3:13])[c:5]2[c:6]([cH:7]1)[CH2:8][N:39]([C:20]([c:21]1[cH:22][cH:23][cH:24][cH:25][cH:26]1)([c:27]1[cH:28][cH:29][cH:30][cH:31][cH:32]1)[c:33]1[cH:34][cH:35][cH:36][cH:37][cH:38]1)[CH2:10]2. The reactants are CC(C)(C)N, O=S(=O)(Cl)c1ccc(NS(=O)(=O)C(F)(F)F)c(Cl)c1, C1CCOC1. Yields the product CC(C)(C)NS(=O)(=O)c1ccc(NS(=O)(=O)C(F)(F)F)c(Cl)c1. RXN SMILES: [C:1]([CH3:2])([CH3:3])([CH3:4])[NH2:5].[Cl:6][c:7]1[cH:8][c:9]([S:21](=[O:22])(=[O:23])[Cl:24])[cH:10][cH:11][c:12]1[NH:13][S:14](=[O:15])(=[O:16])[C:17]([F:18])([F:19])[F:20].[O:25]1[CH2:26][CH2:27][CH2:28][CH2:29]1>>[C:1]([CH3:2])([CH3:3])([CH3:4])[NH:5][S:21]([c:9]1[cH:8][c:7]([Cl:6])[c:12]([NH:13][S:14](=[O:15])(=[O:16])[C:17]([F:18])([F:19])[F:20])[cH:11][cH:10]1)(=[O:22])=[O:23].